From a dataset of the Open Reaction Database (ORD), a public repository of structured organic reaction records. describe an organic reaction: reactants, conditions, products, and yield The reactants are C=CCOc1ccc(C2CCN(C(=O)OC(C)(C)C)CC2O)cc1, CSc1ccc(CCl)cc1. Yields the product C=CCOc1ccc(C2CCN(C(=O)OC(C)(C)C)CC2OCc2ccc(SC)cc2)cc1. Reaction SMILES: [CH2:1]([CH:2]=[CH2:3])[O:4][c:5]1[cH:6][cH:7][c:8]([CH:11]2[CH:12]([OH:24])[CH2:13][N:14]([C:17](=[O:18])[O:19][C:20]([CH3:21])([CH3:22])[CH3:23])[CH2:15][CH2:16]2)[cH:9][cH:10]1.[CH3:25][S:26][c:27]1[cH:28][cH:29][c:30]([CH2:31][Cl:32])[cH:33][cH:34]1>>[CH2:1]([CH:2]=[CH2:3])[O:4][c:5]1[cH:6][cH:7][c:8]([CH:11]2[CH:12]([O:24][CH2:31][c:30]3[cH:29][cH:28][c:27]([S:26][CH3:25])[cH:34][cH:33]3)[CH2:13][N:14]([C:17](=[O:18])[O:19][C:20]([CH3:21])([CH3:22])[CH3:23])[CH2:15][CH2:16]2)[cH:9][cH:10]1. Starting materials: C1CCNC1, NC(=O)c1cc(-c2cccc(F)c2)cc2c(C3CCN(S(=O)(=O)CCCCl)CC3)n[nH]c12, [K+], [K+], O=C([O-])[O-], CN(C)C=O. Product: NC(=O)c1cc(-c2cccc(F)c2)cc2c(C3CCN(S(=O)(=O)CCCN4CCCC4)CC3)n[nH]c12. RXN SMILES: [CH2:39]1[CH2:40][CH2:41][NH:42][CH2:43]1.[Cl:1][CH2:2][CH2:3][CH2:4][S:5](=[O:6])(=[O:7])[N:8]1[CH2:9][CH2:10][CH:11]([c:14]2[n:15][nH:16][c:17]3[c:18]([C:30](=[O:31])[NH2:32])[cH:19][c:20](-[c:23]4[cH:24][c:25]([F:29])[cH:26][cH:27][cH:28]4)[cH:21][c:22]23)[CH2:12][CH2:13]1.[K+:33].[K+:34].[O-:35][C:36]([O-:37])=[O:38].[O:44]=[CH:45][N:46]([CH3:47])[CH3:48]>>[CH2:2]([CH2:3][CH2:4][S:5](=[O:6])(=[O:7])[N:8]1[CH2:9][CH2:10][CH:11]([c:14]2[n:15][nH:16][c:17]3[c:18]([C:30](=[O:31])[NH2:32])[cH:19][c:20](-[c:23]4[cH:24][c:25]([F:29])[cH:26][cH:27][cH:28]4)[cH:21][c:22]23)[CH2:12][CH2:13]1)[N:42]1[CH2:41][CH2:40][CH2:39][CH2:43]1. Starting materials: BrN1C(CCC1=O)=O (N-bromosuccinimide), S1C=C(C=C1)CC#N (2-(thiophen-3-yl)acetonitrile). Reagents/catalysts: Cl(=O)(=O)(=O)O (Perchloric acid), C(=O)(O)[O-].[Na+] (NaHCO3). Run in C(Cl)(Cl)(Cl)Cl (carbon tetrachloride). Reaction conditions: time 4 hour. Product: BrC=1SC=CC1CC#N (2-(2-bromothiophen-3-yl)acetonitrile). The yield is 42.6%. As a reaction SMILES: [Br:1]N1C(=O)CCC1=O.[S:9]1[CH:13]=[CH:12][C:11]([CH2:14][C:15]#[N:16])=[CH:10]1>C(Cl)(Cl)(Cl)Cl.Cl(O)(=O)(=O)=O.C([O-])(O)=O.[Na+]>[Br:1][C:10]1[S:9][CH:13]=[CH:12][C:11]=1[CH2:14][C:15]#[N:16] |f:4.5|. Reported procedure: Perchloric acid (0.025 mL, 0.28 mmol) was added to a rapidly stirring suspension of N-bromosuccinimide (5.06 g, 28.4 mmol) and 2-(thiophen-3-yl)acetonitrile (3.50 g, 28.4 mmol) in carbon tetrachloride (15 mL). After 4 h at room temperature, the reaction mixture was treated with solid NaHCO3 (100 mg, 1.2 mmol), then filtered and concentrated. The residue was purified by chromatography, eluting with a gradient of 2-15% EtOAc/hexanes to afford pure 2-(2-bromothiophen-3-yl)acetonitrile as a pale gre...